From a dataset of the Open Reaction Database (ORD), a public repository of structured organic reaction records. describe an organic reaction: reactants, conditions, products, and yield Reactants: S1C(=CC=C1)C=CCCCCCCCCC(=O)O (11-(2-thienyl)-10-undecenoic acid). The reagents and catalysts are [Pd] (Pd/C). Yields the product S1C(=CC=C1)CCCCCCCCCCC(=O)O (11-(2-Thienyl)undecanoic acid). The yield is 90.7%. RXN SMILES: [S:1]1[CH:5]=[CH:4][CH:3]=[C:2]1[CH:6]=[CH:7][CH2:8][CH2:9][CH2:10][CH2:11][CH2:12][CH2:13][CH2:14][CH2:15][C:16]([OH:18])=[O:17]>[Pd]>[S:1]1[CH:5]=[CH:4][CH:3]=[C:2]1[CH2:6][CH2:7][CH2:8][CH2:9][CH2:10][CH2:11][CH2:12][CH2:13][CH2:14][CH2:15][C:16]([OH:18])=[O:17]. Reported procedure: This compound was synthesized from 11-(2-thienyl)-10-undecenoic acid (800 mg, 3 mmol) by a hydrogenation reaction using Pd/C (80 mg). Crystallization (petroleum ether) afforded the product (0.73 g, 91%) as white crystals (mp 41-42° C.): IR: 3450-2500, 1715 cm-1 ; 1H-NMR: 1.30 (m, 12H), 1.63 (m, 4H), 2.32 (t, 2H), 2.80 (t, 2H), 6.78 (d, 1H), 6.90 (t, 1H), 7.10 (d, 1H), 9.80 (bs, 1H). Anal. Calcd. for C15H24O2S: C, 67.12, H, 9.01%; Found: C, 67.55, H, 8.89%. The reactants are ice water, [N+](=O)([O-])C1=CC=C(C=C1)O (4-nitrophenol), C([O-])([O-])=O.[K+].[K+] (potassium carbonate), FC1=CC=C(CBr)C=C1 (4-fluorobenzyl bromide). Run in CN(C)C=O (DMF). Reaction conditions: temperature 100 celsius, time 2 day. Product: [N+](=O)([O-])C1=CC=C(C=C1)OCC1=CC=C(C=C1)F (1-nitro-4-(4-fluorobenzyloxy)-benzene). Yield: 95.9%. As a reaction SMILES: [N+:1]([C:4]1[CH:9]=[CH:8][C:7]([OH:10])=[CH:6][CH:5]=1)([O-:3])=[O:2].C(=O)([O-])[O-].[K+].[K+].[F:17][C:18]1[CH:25]=[CH:24][C:21]([CH2:22]Br)=[CH:20][CH:19]=1>CN(C=O)C>[N+:1]([C:4]1[CH:9]=[CH:8][C:7]([O:10][CH2:22][C:21]2[CH:24]=[CH:25][C:18]([F:17])=[CH:19][CH:20]=2)=[CH:6][CH:5]=1)([O-:3])=[O:2] |f:1.2.3|. Procedure details: A mixture of 4-nitrophenol (1.39 g, 10 mmol), potassium carbonate (1.38 g, 10 mmol) and 4-fluorobenzyl bromide (1.89 g, 10 mmol) in 20 ml of anhydrous DMF was stirred at 100° C. for 2 days. After cooling to room temperature, the reaction mixture was poured into 200 ml of ice-water with stirring. The solid was filtered and washed with water and dried to give 2.37 g (96%) of 1-nitro-4-(4-fluorobenzyloxy)-benzene as yellow solids. Reactants: ClC1=NC=C(C=C1)I (2-Chloro-5-iodopyridine), O1CCN(CC1)CCN (2-morpholinoethanamine). Solvent: CCOC(=O)C (EtOAc). Conditions: time 30 minute. The product is IC=1C=CC(=NC1)NCCN1CCOCC1 (5-iodo-N-(2-morpholinoethyl)pyridin-2-amine). Reaction SMILES: Cl[C:2]1[CH:7]=[CH:6][C:5]([I:8])=[CH:4][N:3]=1.[O:9]1[CH2:14][CH2:13][N:12]([CH2:15][CH2:16][NH2:17])[CH2:11][CH2:10]1>CCOC(C)=O>[I:8][C:5]1[CH:6]=[CH:7][C:2]([NH:17][CH2:16][CH2:15][N:12]2[CH2:13][CH2:14][O:9][CH2:10][CH2:11]2)=[N:3][CH:4]=1. Procedure details: 2-Chloro-5-iodopyridine (2.21 g, 9.25 mmol) was dissolved in 2-morpholinoethanamine (10 mL) and placed in the microwave for 30 min. at about 180° C. The reaction mixture was diluted with 100 mL EtOAc, washed with 50 mL saturated, aqueous NaHCO3, and dried over anhydrous Na2SO4. After purification by chromatography, the title compound was obtained. MS (ES+): 334 (M+H)+. Starting materials: FC1=C(C=CC(=C1)F)[C@H]1[C@@H](CN(C1)CC)C(=O)OC (methyl (3S,4R)-4-(2,4-difluorophenyl)-1-ethylpyrrolidine-3-carboxylate), 76, Cl (hydrochloric acid). Conditions: time 16 hour. Product: Cl.FC1=C(C=CC(=C1)F)[C@H]1[C@@H](CN(C1)CC)C(=O)O ((3S,4R)-4-(2,4-Difluorophenyl)-1-ethylpyrrolidine-3-carboxylic acid hydrochloride). Reaction SMILES: [F:1][C:2]1[CH:7]=[C:6]([F:8])[CH:5]=[CH:4][C:3]=1[C@@H:9]1[CH2:13][N:12]([CH2:14][CH3:15])[CH2:11][C@H:10]1[C:16]([O:18]C)=[O:17].[ClH:20]>>[ClH:20].[F:1][C:2]1[CH:7]=[C:6]([F:8])[CH:5]=[CH:4][C:3]=1[C@@H:9]1[CH2:13][N:12]([CH2:14][CH3:15])[CH2:11][C@H:10]1[C:16]([OH:18])=[O:17] |f:2.3|. Reported procedure: Concentrated aqueous hydrochloric acid (10 ml) was added to methyl (3S,4R)-4-(2,4-difluorophenyl)-1-ethylpyrrolidine-3-carboxylate from Preparation 76 (500 mg, 1.85 mmol) and the resulting solution was stirred at room temperature for 16 hours. The reaction mixture was then evaporated to dryness in vacuo and the resultant residue was azeotroped with toluene (2×50 ml). This gave the title compound as an off-white foam, 500 mg. The reactants are CC(=O)C=1C=CC(=CC1O)O (2,4-dihydroxyacetophenone), Cl.NO (hydroxylamine hydrochloride), C(C)(=O)[O-].[Na+] (sodium acetate). Run in O.O1CCOCC1 (water dioxane). Run at time 3 day. Product: OC1=C(C=CC(=C1)O)C(C)=NO (1-(2,4-Dihydroxy-phenyl)-ethanone oxime). The yield is 43.6%. Reaction SMILES: [CH3:1][C:2]([C:4]1[CH:5]=[CH:6][C:7]([OH:11])=[CH:8][C:9]=1[OH:10])=O.Cl.[NH2:13][OH:14].C([O-])(=O)C.[Na+]>O.O1CCOCC1>[OH:10][C:9]1[CH:8]=[C:7]([OH:11])[CH:6]=[CH:5][C:4]=1[C:2](=[N:13][OH:14])[CH3:1] |f:1.2,3.4,5.6|. Reported procedure: A mixture of 2,4-dihydroxyacetophenone (25 g, 0.16 mol), hydroxylamine hydrochloride (14.8 g, 0.21 mol), sodium acetate (20 g, 0.24 mol) and water/dioxane (300 mL, 1:1) was stirred at room temperature for three days before the mixture was partitioned between chloroform and water. The organic layer was dried over anhydrous sodium sulfate, concentrated in vacuo and the residue was purified by flash column chromatography on silica gel with a gradient of ethyl acetate and dichloromethane to give the... Reactants: CN(C)C=O, O=C1CCC(=O)N1Cl, O, Cc1cc(O)cc(C)c1-c1cccc(C=O)c1. The product is Cc1cc(O)c(Cl)c(C)c1-c1cccc(C=O)c1. Reaction SMILES: [CH3:27][N:28]([CH3:29])[CH:30]=[O:31].[Cl:18][N:19]1[C:20](=[O:21])[CH2:22][CH2:23][C:24]1=[O:25].[OH2:26].[OH:1][c:2]1[cH:3][c:4]([CH3:17])[c:5](-[c:9]2[cH:10][c:11]([CH:15]=[O:16])[cH:12][cH:13][cH:14]2)[c:6]([CH3:8])[cH:7]1>>[OH:1][c:2]1[c:3]([Cl:18])[c:4]([CH3:17])[c:5](-[c:9]2[cH:10][c:11]([CH:15]=[O:16])[cH:12][cH:13][cH:14]2)[c:6]([CH3:8])[cH:7]1. As a reaction SMILES: [CH3:11][n:12]1[cH:13][cH:14][n:15][cH:16]1.[CH3:32][OH:33].[Cl:1][C:2](=[O:3])[O:4][c:5]1[cH:6][cH:7][cH:8][cH:9][cH:10]1.[N+:17](=[O:18])([O-:19])[CH:20]=[C:21]1[S:22][CH2:23][CH2:24][CH2:25][NH:26]1.[O:27]1[CH2:28][CH2:29][CH2:30][CH2:31]1.[OH2:34]>>[C:2](=[O:3])([O:4][c:5]1[cH:6][cH:7][cH:8][cH:9][cH:10]1)[C:20]([N+:17](=[O:18])[O-:19])=[C:21]1[S:22][CH2:23][CH2:24][CH2:25][NH:26]1. Reactants: Cn1ccnc1, CO, O=C(Cl)Oc1ccccc1, O=[N+]([O-])C=C1NCCCS1, C1CCOC1, O. The product is O=C(Oc1ccccc1)C(=C1NCCCS1)[N+](=O)[O-]. Reactants: COCOC1=CC=C(C=C1)OCOC (1,4-bis-methoxymethoxy-benzene), B(OC(C)C)(OC(C)C)OC(C)C (triisopropyl borate), [Li]C(C)CC (s-BuLi). Run in C1CCOC1 (THF). The product is EtOAc hexanes, COCOC1=C(C=C(C=C1)OCOC)B(O)O (2,5-Bis-methoxymethoxy phenylboronic acid). Isolated yield 66.3%. As a reaction SMILES: [CH3:1][O:2][CH2:3][O:4][C:5]1[CH:10]=[CH:9][C:8]([O:11][CH2:12][O:13][CH3:14])=[CH:7][CH:6]=1.[Li]C(CC)C.[B:20](OC(C)C)([O:25]C(C)C)[O:21]C(C)C>C1COCC1>[CH3:14][O:13][CH2:12][O:11][C:8]1[CH:9]=[CH:10][C:5]([O:4][CH2:3][O:2][CH3:1])=[CH:6][C:7]=1[B:20]([OH:25])[OH:21]. Reported procedure: Cool a solution of 1,4-bis-methoxymethoxy-benzene 5 (12.0 g, 60.6 mmol) in dry THF (250 mL) to −78° C. Add s-BuLi (1.3 M in hexane, 51 mL, 66.6 mmol) dropwise. Stir the reaction for 15 minutes and then add triisopropyl borate (14.2 mL, 60.6 mmol) slowly. Stir the reaction at −78° C. for 1 hour and warm to room temperature. Quench the reaction with 10% HCl and stir for 10 minutes. Extract with EtOAc (2×). Dry combined organic extracts (Na2SO4), filter, and concentrate in vacuo. Purify by flash ch... The reactants are NC1=NC=CC=C1C(=O)OC (Methyl 2-amino-3-pyridine carboxylate), C(C)(C)NS(=O)(=O)Cl (isopropyl sulfamoyl chloride). Solvent: C1=CC=CC=C1 (benzene). Yields the product CC(C)NS(=O)(=O)NC1=NC=CC=C1C(=O)OC (Methyl 2-((((1-methylethyl)amino)sulfonyl)amino)-3-pyridine carboxylate). RXN SMILES: [NH2:1][C:2]1[C:7]([C:8]([O:10][CH3:11])=[O:9])=[CH:6][CH:5]=[CH:4][N:3]=1.[CH:12]([NH:15][S:16](Cl)(=[O:18])=[O:17])([CH3:14])[CH3:13]>C1C=CC=CC=1>[CH3:13][CH:12]([NH:15][S:16]([NH:1][C:2]1[C:7]([C:8]([O:10][CH3:11])=[O:9])=[CH:6][CH:5]=[CH:4][N:3]=1)(=[O:18])=[O:17])[CH3:14]. Reported procedure: Methyl 2-amino-3-pyridine carboxylate (10.0 grams; 0.066 mole) and isopropyl sulfamoyl chloride (11.4 grams; 0.066 mole) were mixed with 300 ml of benzene and the resulting reaction mixture heated at reflux temperatures for a period of 48 hours. Following the reaction period, the reaction mixture was cooled and the solvent removed in vacuo. The oily residue thus obtained was extracted with 200 ml of cyclohexane and the extracts combined and cooled. The resulting precipitate was recovered by filt...